The task is: describe an organic reaction: reactants, conditions, products, and yield. This data is from the Open Reaction Database (ORD), a public repository of structured organic reaction records. The reactants are CCOCC (Et2O), [H-].[Na+] (NaH), C(=O)(OC(C)(C)C)C1(C(N(C2=C(C(=N1)C1=CC=CC=C1)C=CC=C2)C2=C(C(=CC=C2)C#N)C)=O)N (Boc-3-amino-1-(methyl-3-cyanophenyl)-1,3-dihydro-5-phenyl-1,4-benzodiazapin-2-one), CI (CH3I). Solvent: CCOC(=O)C.CCCCCC (EtOAc hexane), C1CCOC1 (THF). Product: C(=O)(OC(C)(C)C)C1(C(N(C2=C(C(=N1)C1=CC=CC=C1)C=CC=C2)C2=C(C(=CC=C2)C#N)C)=O)NC (Boc-3-methylamino-1-(methyl-3-cyanophenyl)-1,3-dihydro-5-phenyl-1,4-benzodiazapin-2-one). Isolated yield 71.5%. Reaction SMILES: [H-].[Na+].[C:3]([C:10]1([NH2:37])[N:16]=[C:15]([C:17]2[CH:22]=[CH:21][CH:20]=[CH:19][CH:18]=2)[C:14]2[CH:23]=[CH:24][CH:25]=[CH:26][C:13]=2[N:12]([C:27]2[CH:32]=[CH:31][CH:30]=[C:29]([C:33]#[N:34])[C:28]=2[CH3:35])[C:11]1=[O:36])([O:5][C:6]([CH3:9])([CH3:8])[CH3:7])=[O:4].CI.[CH3:40]COCC>C1COCC1.CCOC(C)=O.CCCCCC>[C:3]([C:10]1([NH:37][CH3:40])[N:16]=[C:15]([C:17]2[CH:22]=[CH:21][CH:20]=[CH:19][CH:18]=2)[C:14]2[CH:23]=[CH:24][CH:25]=[CH:26][C:13]=2[N:12]([C:27]2[CH:32]=[CH:31][CH:30]=[C:29]([C:33]#[N:34])[C:28]=2[CH3:35])[C:11]1=[O:36])([O:5][C:6]([CH3:9])([CH3:8])[CH3:7])=[O:4] |f:0.1,6.7|. Procedure details: N-methylation was accomplished via dropwise addition of NaH (0.24 g, 6 mmol, THF) to a solution of the above product, Boc-3-amino-1-(methyl-3-cyanophenyl)-1,3-dihydro-5-phenyl-1,4-benzodiazapin-2-one (1.28 g, 2.74 mmol), in THF (20 ml) containing CH3I (0.65 ml, 10.4 mmol) at 0° C. for 8 hr. After dilution with Et2O and aqueous workup, concentration of the organic phase and flash chromatography (silica gel, 35% EtOAc/hexane) yielded the product, Boc-3-methylamino-1-(methyl-3-cyanophenyl)-1,3-dihy...